The task is: describe an organic reaction: reactants, conditions, products, and yield. This data is from the Open Reaction Database (ORD), a public repository of structured organic reaction records. Starting materials: BrCC(=O)C1=NN(C(C2=C1N1C(=C2OCC2=CC=CC=C2)C(N(CC1)C)=O)=O)CC1=CC(=C(C=C1)F)Cl (4-bromoacetyl-10-(benzyloxy)-2-(3-chloro-4-fluorobenzyl)-8-methyl-7,8-dihydropyrazino[1′,2′:1,5]pyrrolo[2,3-d]pyridazine-1,9(2H,6H)-dione), Cl.NNC(=O)N (semicarbazide hydrochloride), C(C)(C)N(CC)C(C)C (diisopropylethylamine). The solvent is C1CCOC1 (THF). Product: C(C1=CC=CC=C1)OC1=C2N(C=3C(=NN(C(C31)=O)CC3=CC(=C(C=C3)F)Cl)C(CNNC(=O)N)=O)CCN(C2=O)C (2-{2-[10-(benzyloxy)-2-(3-chloro-4-fluorobenzyl)-8-methyl-1,9-dioxo-1,2,6,7,8,9-hexahydropyrazino[1′,2′:1,5]pyrrolo[2,3-d]pyridazin-4-yl]-2-oxoethyl}hydrazinecarboxamide). RXN SMILES: Br[CH2:2][C:3]([C:5]1[C:10]2[N:11]3[CH2:25][CH2:24][N:23]([CH3:26])[C:22](=[O:27])[C:12]3=[C:13]([O:14][CH2:15][C:16]3[CH:21]=[CH:20][CH:19]=[CH:18][CH:17]=3)[C:9]=2[C:8](=[O:28])[N:7]([CH2:29][C:30]2[CH:35]=[CH:34][C:33]([F:36])=[C:32]([Cl:37])[CH:31]=2)[N:6]=1)=[O:4].Cl.[NH2:39][NH:40][C:41]([NH2:43])=[O:42].C(N(C(C)C)CC)(C)C>C1COCC1>[CH2:15]([O:14][C:13]1[C:9]2[C:8](=[O:28])[N:7]([CH2:29][C:30]3[CH:35]=[CH:34][C:33]([F:36])=[C:32]([Cl:37])[CH:31]=3)[N:6]=[C:5]([C:3](=[O:4])[CH2:2][NH:39][NH:40][C:41]([NH2:43])=[O:42])[C:10]=2[N:11]2[CH2:25][CH2:24][N:23]([CH3:26])[C:22](=[O:27])[C:12]=12)[C:16]1[CH:21]=[CH:20][CH:19]=[CH:18][CH:17]=1 |f:1.2|. Procedure details: A solution of crude 4-bromoacetyl-10-(benzyloxy)-2-(3-chloro-4-fluorobenzyl)-8-methyl-7,8-dihydropyrazino[1′,2′:1,5]pyrrolo[2,3-d]pyridazine-1,9(2H,6H)-dione (1.25 g, 2.13 mmol) in anhydrous THF, semicarbazide hydrochloride (0.35 g, 3.14 mmol), and diisopropylethylamine (0.66 mL, 3.77 mmol) was heated in a sealed tube at 100° C. for 30 minutes. The reaction mixture was concentrated under vacuum. The residue was dissolved in DMSO and subject to reverse phase preparative HPLC purification. Collect... Starting materials: N(=NC(=O)OCC)C(=O)OCC (diethyl azodicarboxylate), C(C)(C)OCOCCCO (3-(isopropoxymethoxy)propanol), ON1C(C=2C(C1=O)=CC=CC2)=O (N-hydroxyphthalimide), C1(=CC=CC=C1)P(C1=CC=CC=C1)C1=CC=CC=C1 (triphenylphosphine). Run in O1CCCC1 (tetrahydrofuran), O1CCCC1 (tetrahydrofuran). Reaction conditions: time 18 hour. Product: C(C)(C)OCOCCCON1C(C=2C(C1=O)=CC=CC2)=O (N-[3-(Isopropoxymethoxy)propoxy]phthalimide). The yield is 88.6%. RXN SMILES: [CH:1]([O:4][CH2:5][O:6][CH2:7][CH2:8][CH2:9][OH:10])([CH3:3])[CH3:2].O[N:12]1[C:16](=[O:17])[C:15]2=[CH:18][CH:19]=[CH:20][CH:21]=[C:14]2[C:13]1=[O:22].C1(P(C2C=CC=CC=2)C2C=CC=CC=2)C=CC=CC=1.N(C(OCC)=O)=NC(OCC)=O>O1CCCC1>[CH:1]([O:4][CH2:5][O:6][CH2:7][CH2:8][CH2:9][O:10][N:12]1[C:13](=[O:22])[C:14]2=[CH:21][CH:20]=[CH:19][CH:18]=[C:15]2[C:16]1=[O:17])([CH3:3])[CH3:2]. Procedure details: A mixture of [3-(isopropoxymethoxy)propanol (5.3 g, 35.8 mmol), N-hydroxyphthalimide (5.83 g, 35.8 mmol) and triphenylphosphine (10.48 g, 40 mmol) in dry tetrahydrofuran (75 ml) at 0°-5° C.; was treated with a solution of diethyl azodicarboxylate (6.96 g, 40 mmol) in dry tetrahydrofuran (15 ml) over 15 min. The reaction mixture was stirred at ambient temperature for 18 hr. The solvent was removed in vacuo and the residue was dissolved in diethyl ether (100 ml) and cooled to 5° C. for 2 hr. The s... The reactants are FC(C1=CC=C(C=C1)C1(N2C(C3=CC=CC=C13)=NCCC2)O)(F)F (6-(4-trifluoromethylphenyl)-2,3,4,6-tetrahydropyrimido[2,1-a]isoindol-6-ol), FC(C1=C(C=CC=C1)C1(N2C(C3=CC=CC=C13)=NCCC2)O)(F)F (6-(2-trifluoromethylphenyl)-2,3,4,6-tetrahydropyrimido[2,1-a]isoindol-6-ol). Product: O1C(=CC=C1)C1(N2C(C3=CC=CC=C13)=NCCC2)O (6-furyl-2,3,4,6-tetrahydropyrimido[2,1-a]isoindol-6-ol). As a reaction SMILES: FC(F)(F)[C:3]1C=C[C:6]([C:9]2([OH:22])[C:17]3[C:12](=[CH:13][CH:14]=[CH:15][CH:16]=3)[C:11]3=[N:18][CH2:19][CH2:20][CH2:21][N:10]23)=[CH:5][CH:4]=1.FC(F)(F)C1C=CC=CC=1C1([OH:46])C2C(=CC=CC=2)C2=NCCCN12>>[O:46]1[CH:3]=[CH:4][CH:5]=[C:6]1[C:9]1([OH:22])[C:17]2[C:12](=[CH:13][CH:14]=[CH:15][CH:16]=2)[C:11]2=[N:18][CH2:19][CH2:20][CH2:21][N:10]12. Reported procedure: In a similar manner, 6-(4-trifluoromethylphenyl)-2,3,4,6-tetrahydropyrimido[2,1-a]isoindol-6-ol; 6-(2-trifluoromethylphenyl)-2,3,4,6-tetrahydropyrimido[2,1-a]isoindol-6-ol; and 6-furyl-2,3,4,6-tetrahydropyrimido[2,1-a]isoindol-6-ol are produced. Reactants: CC(=O)NC1=CC(=C(C=C1[N+](=O)[O-])F)F (4,5-difluoro-2-nitroacetanilide), Cl (hydrochloric acid). Yields the product FC1=CC(=C(N)C=C1F)[N+](=O)[O-] (4,5-difluoro-2-nitroaniline). As a reaction SMILES: CC([NH:4][C:5]1[C:10]([N+:11]([O-:13])=[O:12])=[CH:9][C:8]([F:14])=[C:7]([F:15])[CH:6]=1)=O.Cl>>[F:14][C:8]1[C:7]([F:15])=[CH:6][C:5]([NH2:4])=[C:10]([N+:11]([O-:13])=[O:12])[CH:9]=1. Procedure details: A mixture of 6.51 g. of 4,5-difluoro-2-nitroacetanilide and 100 ml. of 6 N aqueous hydrochloric acid was heated to refluxing temperature for about 2 hours. The reaction mixture was then cooled. Crystals which formed were separated by filtration, and the separated crystals were washed with water, dried, and recrystallized from a hexane-dichloromethane solvent mixture. A yield of 5.0 g. of 4,5-difluoro-2-nitroaniline was obtained, melting at 106°-108° C. Reactants: CCO, CCOC(=O)C=Cc1scc(-c2ccc(Cl)cc2OC)c1-c1ccc(O)cc1. The product is CCOC(=O)CCc1scc(-c2ccc(Cl)cc2OC)c1-c1ccc(O)cc1. As a reaction SMILES: [CH3:29][CH2:30][OH:31].[Cl:1][c:2]1[cH:3][c:4]([O:27][CH3:28])[c:5](-[c:8]2[c:9](-[c:20]3[cH:21][cH:22][c:23]([OH:26])[cH:24][cH:25]3)[c:10]([CH:13]=[CH:14][C:15](=[O:16])[O:17][CH2:18][CH3:19])[s:11][cH:12]2)[cH:6][cH:7]1>>[Cl:1][c:2]1[cH:3][c:4]([O:27][CH3:28])[c:5](-[c:8]2[c:9](-[c:20]3[cH:21][cH:22][c:23]([OH:26])[cH:24][cH:25]3)[c:10]([CH2:13][CH2:14][C:15](=[O:16])[O:17][CH2:18][CH3:19])[s:11][cH:12]2)[cH:6][cH:7]1. Reactants: BrCCCCCBr (1,5-dibromopentane), CC(CO)(C)OC1=CC=C(C=C1)C1=CC=C(C=C1)N (2-methyl-2-[4-(4-aminophenyl)-phenoxy]-propanol), C([O-])([O-])=O.[K+].[K+] (potassium carbonate). The solvent is C(CCC)O (n-butanol). The product is CC(CO)(C)OC1=CC=C(C=C1)C1=CC=C(C=C1)NCCCCCBr (2-Methyl-2-[4-(p-5-bromopentylaminophenyl)-phenoxy]-propanol). Reaction SMILES: Br[CH2:2][CH2:3][CH2:4][CH2:5][CH2:6][Br:7].[CH3:8][C:9]([O:13][C:14]1[CH:19]=[CH:18][C:17]([C:20]2[CH:25]=[CH:24][C:23]([NH2:26])=[CH:22][CH:21]=2)=[CH:16][CH:15]=1)([CH3:12])[CH2:10][OH:11].C(=O)([O-])[O-].[K+].[K+]>C(O)CCC>[CH3:12][C:9]([O:13][C:14]1[CH:19]=[CH:18][C:17]([C:20]2[CH:21]=[CH:22][C:23]([NH:26][CH2:2][CH2:3][CH2:4][CH2:5][CH2:6][Br:7])=[CH:24][CH:25]=2)=[CH:16][CH:15]=1)([CH3:8])[CH2:10][OH:11] |f:2.3.4|. Procedure: 23 g. of 1,5-dibromopentane, 25.7 g. of 2-methyl-2-[4-(4-aminophenyl)-phenoxy]-propanol (obtainable by reaction of 4-hydroxy-4'-nitro-diphenyl with 2-bromo-2-methylpropanol to 2-methyl-2-[4-(4-nitrophenyl)-phenoxy]-propanol and reduction), and 27 g. of potassium carbonate are refluxed in 400 ml. of n-butanol for 12 hours. 2-Methyl-2-[4-(p-5-bromopentylaminophenyl)-phenoxy]-propanol is formed as the intermediate, which is not isolated. Then, the solvent is distilled off, the residue mixed with wa... Reactants: C(C)OC(CN(C(COC)(C)C#N)CC1=CC=CC=C1)=O ([benzyl-(1-cyano-2-methoxy-1-methyl-ethyl)-amino]-acetic acid ethyl ester), [BH4-].[Na+] (sodium borohydride), C(C)(=O)O (acetic acid). The reagents and catalysts are [Co](Cl)Cl (cobalt(II) chloride). Run in CO (MeOH), O (water). Reaction conditions: time 1 hour. The product is C(C1=CC=CC=C1)N1CC(NCC1(C)COC)=O (4-Benzyl-5-methoxymethyl-5-methyl-piperazin-2-one). RXN SMILES: C([O:3][C:4](=O)[CH2:5][N:6]([CH2:14][C:15]1[CH:20]=[CH:19][CH:18]=[CH:17][CH:16]=1)[C:7]([C:12]#[N:13])([CH3:11])[CH2:8][O:9][CH3:10])C.[BH4-].[Na+].C(O)(=O)C>CO.O.[Co](Cl)Cl>[CH2:14]([N:6]1[C:7]([CH2:8][O:9][CH3:10])([CH3:11])[CH2:12][NH:13][C:4](=[O:3])[CH2:5]1)[C:15]1[CH:20]=[CH:19][CH:18]=[CH:17][CH:16]=1 |f:1.2|. Procedure: To a solution of 545 mg (1.78 mmol) [benzyl-(1-cyano-2-methoxy-1-methyl-ethyl)-amino]-acetic acid ethyl ester in 10 mL MeOH was added 460 mg (3.57 mmol) cobalt(II) chloride. The mixture was cooled with ice and 270 mg (7.13 mmol) sodium borohydride was added. The resulting mixture was stirred at RT for 1 h. The reaction mixture was diluted with a small amount of water, acidified with acetic acid and stirred for 30 min. The organic solvent was removed by distillation; the residue was alkalized wit...